From a dataset of the Open Reaction Database (ORD), a public repository of structured organic reaction records. describe an organic reaction: reactants, conditions, products, and yield Reactants: C1(=CC=CC=C1)[C@@H]1CN2[C@H](C3=CC=C(C=C13)O)CCC2=O (cis-6-phenyl-8-hydroxy-1,5,6,10b-tetrahydro-2H-pyrrolo[2,1-a]isoquinolin-3-one), BrC1=CC=C(C=C1)[C@@H]1CN2[C@H](C3=CC=C(C=C13)O)CCC2=O (Cis-6-(4-Bromo-phenyl)-8-hydroxy-1,5,6,10b-tetrahydro-2H-pyrrolo[2,1-a]isoquinolin-3-one). Yields the product mixture, N1(CCCCC1)CCCOC=1C=C2[C@@H](CN3[C@H](C2=CC1)CCC3)C3=CC=C(C#N)C=C3 (Cis-4-[8-(3-Piperidin-1-yl-propoxy)-1,2,3,5,6,10b-hexahydro-pyrrolo[2,1-a]isoquinolin-6-yl]-benzonitrile). RXN SMILES: BrC1C=[CH:6][C:5]([C@H:8]2[C:17]3[C:12](=[CH:13][CH:14]=[C:15]([OH:18])[CH:16]=3)[C@@H:11]3[CH2:19][CH2:20][C:21](=O)[N:10]3[CH2:9]2)=[CH:4][CH:3]=1.C1([C@H:29]2[C:38]3[C:33](=CC=C(O)C=3)[C@@H:32]3[CH2:40][CH2:41][C:42](=O)[N:31]3[CH2:30]2)C=CC=CC=1>>[N:31]1([CH2:42][CH2:41][CH2:40][O:18][C:15]2[CH:16]=[C:17]3[C:12](=[CH:13][CH:14]=2)[C@@H:11]2[CH2:19][CH2:20][CH2:21][N:10]2[CH2:9][C@H:8]3[C:5]2[CH:4]=[CH:3][C:8]([C:9]#[N:10])=[CH:5][CH:6]=2)[CH2:30][CH2:29][CH2:38][CH2:33][CH2:32]1. Procedure details: Cis-6-(4-Bromo-phenyl)-8-hydroxy-1,5,6,10b-tetrahydro-2H-pyrrolo[2,1-a]isoquinolin-3-one. Prepared as described in Example 42, Step 11, on a 1.89 mmol scale, to yield 654.3 mg of a mixture of the desired product and cis-6-phenyl-8-hydroxy-1,5,6,10b-tetrahydro-2H-pyrrolo[2,1-a]isoquinolin-3-one, the product of debromination under the reaction conditions. The crude product was taken on to the next step without purification or characterization.